Dataset: the Open Reaction Database (ORD), a public repository of structured organic reaction records. Task: describe an organic reaction: reactants, conditions, products, and yield Starting materials: C(=O)(OC(C)(C)C)N1N=CC2=CC=C(C=C12)N (1-Boc-6-aminoindazole), N1=CC=CC=C1 (pyridine), [N+](=O)([O-])C1=C(C(=O)Cl)C=CC=C1 (2-nitrobenzoyl chloride). Run in ClCCl (dichloromethane). Reaction conditions: time 12 hour. The product is C(=O)(OC(C)(C)C)N1N=CC2=CC=C(C=C12)NC(C1=C(C=CC=C1)[N+](=O)[O-])=O (N-(1-Boc-6-indazolyl)-2-nitrobenzamide). Isolated yield 107.9%. RXN SMILES: [C:1]([N:8]1[C:16]2[C:11](=[CH:12][CH:13]=[C:14]([NH2:17])[CH:15]=2)[CH:10]=[N:9]1)([O:3][C:4]([CH3:7])([CH3:6])[CH3:5])=[O:2].N1C=CC=CC=1.[N+:24]([C:27]1[CH:35]=[CH:34][CH:33]=[CH:32][C:28]=1[C:29](Cl)=[O:30])([O-:26])=[O:25]>ClCCl>[C:1]([N:8]1[C:16]2[C:11](=[CH:12][CH:13]=[C:14]([NH:17][C:29](=[O:30])[C:28]3[CH:32]=[CH:33][CH:34]=[CH:35][C:27]=3[N+:24]([O-:26])=[O:25])[CH:15]=2)[CH:10]=[N:9]1)([O:3][C:4]([CH3:7])([CH3:6])[CH3:5])=[O:2]. Procedure: To a stirring solution of 1-Boc-6-aminoindazole (1.5 g, 6.4 mmol) in dichloromethane (25 mL) was added pyridine (1.55 mL, 19.2 mmol) followed by 2-nitrobenzoyl chloride (1 mL, 7.1 mmol). After stirring for 12 h, the solvent was removed by rotary evaporation and the residue was partitioned between ethyl acetate (250 mL) and water (250 mL). The aqueous phase was separated and the organic phase was washed with 1 M citric acid, brine, satd aq NaHCO3, and brine. The organic phase was then dried with ... Isolated yield 8.0%. Starting materials: C(=O)(OC(C)(C)C)N1CC(C1)O (1-Boc-3-hydroxyazetidine), FC(C=1C=C(C=CC1)O)(F)F (3-(Trifluoromethyl)phenol). As a reaction SMILES: C([N:8]1[CH2:11][CH:10]([OH:12])[CH2:9]1)(OC(C)(C)C)=O.[F:13][C:14]([F:23])([F:22])[C:15]1[CH:16]=[C:17](O)[CH:18]=[CH:19][CH:20]=1>>[F:13][C:14]([F:23])([F:22])[C:15]1[CH:20]=[C:19]([CH:18]=[CH:17][CH:16]=1)[O:12][CH:10]1[CH2:9][NH:8][CH2:11]1. Reported procedure: The title compound (D53) (100 mg) was prepared according to the experimental procedure described in Description 52 starting from 1-Boc-3-hydroxyazetidine (1 g, 5.77 mmol) and 3-(Trifluoromethyl)phenol (0.69 ml, 5.77 mmol). Yields the product FC(C=1C=C(OC2CNC2)C=CC1)(F)F (3-(3-(trifluoromethyl)phenoxy)azetidine).